From a dataset of the Open Reaction Database (ORD), a public repository of structured organic reaction records. describe an organic reaction: reactants, conditions, products, and yield Starting materials: CC(C)(C)OC(=O)N1CCC(CC1)(C(=O)O)C1=CC=CC=C1 (4-Phenyl-1,4-piperidinedicarboxylic Acid 1-(1,1-dimethylethyl) Ester), Cl (HCl), [H][H] (hydrogen). Reagents/catalysts: [Rh] (rhodium on alumina). Solvent: CO (methanol). Yields the product Cl.C1(CCCCC1)C1(CCNCC1)C(=O)O (4-Cyclohexyl-4-piperidinecarboxylic Acid Hydrochloride). As a reaction SMILES: CC(OC([N:8]1[CH2:13][CH2:12][C:11]([C:17]2[CH:22]=[CH:21][CH:20]=[CH:19][CH:18]=2)([C:14]([OH:16])=[O:15])[CH2:10][CH2:9]1)=O)(C)C.[H][H].[ClH:25]>CO.[Rh]>[ClH:25].[CH:17]1([C:11]2([C:14]([OH:16])=[O:15])[CH2:10][CH2:9][NH:8][CH2:13][CH2:12]2)[CH2:18][CH2:19][CH2:20][CH2:21][CH2:22]1 |f:5.6|. Procedure details: 4-Phenyl-1,4-piperidinedicarboxylic acid 1-(1,1-dimethylethyl) ester (8-2) (202 g, 0.662 mol) was dissolved in 1700 mL of 10% HCl in methanol and rhodium on alumina (25 g) was added. The mixture was placed on a high pressure hydrogenator using 1500 psi of hydrogen at 100° C. for 17 h. The resulting mixture was filtered through Celite using methanol to rinse and concentrated. The resulting solid was triturated with diethyl ether and filtered to afford title compound 8-3 as an off-white solid.